This data is from the Open Reaction Database (ORD), a public repository of structured organic reaction records. The task is: describe an organic reaction: reactants, conditions, products, and yield Reactants: [H-].[Na+] (NaH), C(C)(C)(C)OC(=O)N(C1CN(CCC1O)C(=O)OCC1=CC=CC=C1)C(=O)OC(C)(C)C (benzyl 3-(bis(tert-butoxycarbonyl)amino)-4-hydroxypiperidine-1-carboxylate), CI (MeI). Run in C1CCOC1 (THF). Run at temperature 50 celsius, time 16 hour. Product: C(C)(C)(C)OC(=O)N([C@@H]1CN(CC[C@H]1OC)C(=O)OCC1=CC=CC=C1)C(=O)OC(C)(C)C (trans(+/−)-benzyl 3-(bis(tert-butoxycarbonyl)amino)-4-methoxypiperidine-1-carboxylate). Isolated yield 71.0%. As a reaction SMILES: [H-].[Na+].[C:3]([O:7][C:8]([N:10]([C:28]([O:30][C:31]([CH3:34])([CH3:33])[CH3:32])=[O:29])[CH:11]1[CH:16]([OH:17])[CH2:15][CH2:14][N:13]([C:18]([O:20][CH2:21][C:22]2[CH:27]=[CH:26][CH:25]=[CH:24][CH:23]=2)=[O:19])[CH2:12]1)=[O:9])([CH3:6])([CH3:5])[CH3:4].[CH3:35]I>C1COCC1>[C:31]([O:30][C:28]([N:10]([C:8]([O:7][C:3]([CH3:6])([CH3:5])[CH3:4])=[O:9])[C@H:11]1[C@H:16]([O:17][CH3:35])[CH2:15][CH2:14][N:13]([C:18]([O:20][CH2:21][C:22]2[CH:23]=[CH:24][CH:25]=[CH:26][CH:27]=2)=[O:19])[CH2:12]1)=[O:29])([CH3:34])([CH3:33])[CH3:32] |f:0.1|. Reported procedure: To a solution of NaH (1.3 equiv.) in THF (0.1M) was added benzyl 3-(bis(tert-butoxycarbonyl)amino)-4-hydroxypiperidine-1-carboxylate (1.0 equiv.) and the reaction was heated to 50° C. for 10 min. Upon cooling to room temperature, MeI (1.5 equiv.) was added and the solution was allowed to stir for 16 h. The reaction was quenched with water, then extracted with EtOAc, the organic was dried with brine and Na2SO4, and concentrated. The crude material was purified via silica gel column chromatography... Reactants: Oc1cccc(Cl)c1Cl, Cl, O=N[O-], Nc1ccccc1, [Na+], [Na+], [OH-], O. Yields the product Oc1ccc(N=Nc2ccccc2)c(Cl)c1Cl. As a reaction SMILES: [Cl:13][c:14]1[c:15]([OH:21])[cH:16][cH:17][cH:18][c:19]1[Cl:20].[ClH:5].[N:1]([O-:2])=[O:3].[NH2:6][c:7]1[cH:8][cH:9][cH:10][cH:11][cH:12]1.[Na+:23].[Na+:4].[OH-:22].[OH2:24]>>[N:1](=[N:6][c:7]1[cH:8][cH:9][cH:10][cH:11][cH:12]1)[c:18]1[cH:17][cH:16][c:15]([OH:21])[c:14]([Cl:13])[c:19]1[Cl:20].